Dataset: the Open Reaction Database (ORD), a public repository of structured organic reaction records. Task: describe an organic reaction: reactants, conditions, products, and yield Starting materials: C(C=C)(=O)OCCCCCC(C)C (isooctyl acrylate), C(C=C)(=O)N (acrylamide), C(C)(=O)OC=C (vinyl acetate), N(=NC(C#N)(CC)C)C(C#N)(CC)C (2,2'-azobis(2-methylbutanenitrile)). The solvent is CO (methanol), C(C)(=O)OCC (ethyl acetate). Reaction conditions: time 24 hour. The product is C(C=C)(=O)OCCCCCC(C)C.C(C=C)(=O)N.C(C)(=O)OC=C (Isooctyl Acrylate Acrylamide Vinyl Acetate). RXN SMILES: [C:1]([O:5][CH2:6][CH2:7][CH2:8][CH2:9][CH2:10][CH:11]([CH3:13])[CH3:12])(=[O:4])[CH:2]=[CH2:3].[C:14]([NH2:18])(=[O:17])[CH:15]=[CH2:16].[C:19]([O:22][CH:23]=[CH2:24])(=[O:21])[CH3:20].N(C(C)(CC)C#N)=NC(C)(CC)C#N>CO.C(OCC)(=O)C>[C:1]([O:5][CH2:6][CH2:7][CH2:8][CH2:9][CH2:10][CH:11]([CH3:13])[CH3:12])(=[O:4])[CH:2]=[CH2:3].[C:14]([NH2:18])(=[O:17])[CH:15]=[CH2:16].[C:19]([O:22][CH:23]=[CH2:24])(=[O:21])[CH3:20] |f:6.7.8|. Procedure: A master batch was prepared by mixing isooctyl acrylate (1233.75 g), acrylamide (118.125 g), vinyl acetate (337.500 g) and 2,2'-azobis(2-methylbutanenitrile) (1.6875 g). A portion (225.475 g) of the master batch, ethyl acetate (257.7) and methanol (28.6 g) were placed in a 1 liter amber bottle. The mixture was deoxygenated by purging with nitrogen (1 L/min) for 2 minutes. The bottle was sealed and placed in a rotating water bath at 57° C. for 24 hours. The bottle was removed, opened, and then ch... Starting materials: [OH-].[Na+] (Sodium hydroxide), BrC1=CC(=C(C=C1)O)F (4-bromo-2-fluorophenol), BrCCCC (bromobutane). Reagents/catalysts: [Br-].C(CCC)[N+](CCCC)(CCCC)CCCC (tetrabutylammonium bromide). Solvent: O (water). Run at temperature 80 celsius, time 6 hour. Yields the product BrC1=CC(=C(C=C1)OCCCC)F (4-bromo-1-butoxy-2-fluorobenzene). The yield is 98.6%. As a reaction SMILES: [OH-].[Na+].[Br:3][C:4]1[CH:9]=[CH:8][C:7]([OH:10])=[C:6]([F:11])[CH:5]=1.Br[CH2:13][CH2:14][CH2:15][CH3:16]>[Br-].C([N+](CCCC)(CCCC)CCCC)CCC.O>[Br:3][C:4]1[CH:9]=[CH:8][C:7]([O:10][CH2:13][CH2:14][CH2:15][CH3:16])=[C:6]([F:11])[CH:5]=1 |f:0.1,4.5|. Procedure: Sodium hydroxide (20.2 g) was added to a water (400 ml) solution of 4-bromo-2-fluorophenol (T-7) (76.4 g), bromobutane (65.8 g) and tetrabutylammonium bromide (TBAB) (6.44 g), and the mixture was heated with stirring at 80° C. for 6 hours under an atmosphere of nitrogen. After the completion of the reaction, the reaction mixture was extracted with heptane, and the organic layer was washed with water and brine, and then dried over anhydrous magnesium sulfate. The solution was concentrated under r... Reactants: C1OCCC2=C1SC1=C2C=CC=C1.C(C)Cl (3,4-dihydro-1H-[1]benzothieno[2,3-c]-pyran 1-ethyl chloride), CNC (dimethylamine). The solvent is O1CCOCC1 (dioxane). The product is CN(CCC1OCCC2=C1SC1=C2C=CC=C1)C (3,4-Dihydro-N,N-dimethyl-1H-[1]benzothieno[2,3-c]pyran-1-ethylamine). RXN SMILES: [CH2:1]1[C:6]2[S:7][C:8]3[CH:13]=[CH:12][CH:11]=[CH:10][C:9]=3[C:5]=2[CH2:4][CH2:3][O:2]1.[CH2:14](Cl)[CH3:15].[CH3:17][NH:18][CH3:19]>O1CCOCC1>[CH3:17][N:18]([CH3:19])[CH2:14][CH2:15][CH:1]1[C:6]2[S:7][C:8]3[CH:13]=[CH:12][CH:11]=[CH:10][C:9]=3[C:5]=2[CH2:4][CH2:3][O:2]1 |f:0.1|. Procedure: A mixture of 3,4-dihydro-1H-[1]benzothieno[2,3-c]-pyran-1-ethyl chloride (6.0 g), described in Example 35, dioxane (50 ml), and 40% aqueous dimethylamine (50 ml) is heated on a steam bath for 3 hr. The mixture is evaporated, diluted with 10% hydrochloric acid and washed with ether. The free base is then liberated from the aqueous phase by the addition of 5% sodium hydroxide soln. and taken up in ether. The ether phase is dried and concentrated to yield the title compound, nmr (CDCl3) δ 2.80 and ... The reactants are NH4CHO, C(C1=CC=CC=C1)N1C=CC2=CC(=CC=C12)OCC1=CC=CC=C1 (1-benzyl-5-benzyloxy-1H-indole), NH4CHO. Reagents/catalysts: [Pd] (Palladium on carbon), [Pd] (Palladium on carbon). Run at time 3 day. Product: C(C1=CC=CC=C1)N1C=CC2=CC(=CC=C12)O (1-benzyl-5-hydroxy-1H-indole). Yield: 63.2%. As a reaction SMILES: [CH2:1]([N:8]1[C:16]2[C:11](=[CH:12][C:13]([O:17]CC3C=CC=CC=3)=[CH:14][CH:15]=2)[CH:10]=[CH:9]1)[C:2]1[CH:7]=[CH:6][CH:5]=[CH:4][CH:3]=1>[Pd]>[CH2:1]([N:8]1[C:16]2[C:11](=[CH:12][C:13]([OH:17])=[CH:14][CH:15]=2)[CH:10]=[CH:9]1)[C:2]1[CH:3]=[CH:4][CH:5]=[CH:6][CH:7]=1. Procedure details: A slurry of 0.98 g (3.12 mmol) 1-benzyl-5-benzyloxy-1H-indole, 0.20 g 20% Palladium on carbon, and 1.51 g (24 mmol) NH4CHO was heated to reflux with stirring for 3 days. The reaction was allowed to cool and an additional 0.20 g 20% Palladium on carbon and 1.33 g NH4CHO was added. The reaction was refluxed for an additional 24 hours upon which time the reaction was complete by TLC. The reaction was filtered through paper and concentrated. The residue was chromatographed on silica using 25–40% EtO... The reactants are ClC=1C(=NC=C(C1)C(F)(F)F)C(C#N)C1=CC=C(C=C1)Cl (3-chloro-2-[1-(4-chlorophenyl)-1-cyanomethyl]-5-trifluoromethylpyridine), C([O-])([O-])=O.[K+].[K+] (potassium carbonate). Solvent: CS(=O)C (dimethyl sulfoxide), O (water), O (water). Run at temperature 23 celsius, time 3 day. The product is ClC=1C(=NC=C(C1)C(F)(F)F)C(C1=CC=C(C=C1)Cl)=O (3-Chloro-2-(4-chlorobenzoyl)-5-trifluoromethylpyridine). Reaction SMILES: [Cl:1][C:2]1[C:3]([CH:12]([C:15]2[CH:20]=[CH:19][C:18]([Cl:21])=[CH:17][CH:16]=2)C#N)=[N:4][CH:5]=[C:6]([C:8]([F:11])([F:10])[F:9])[CH:7]=1.C(=O)([O-])[O-:23].[K+].[K+]>CS(C)=O.O>[Cl:1][C:2]1[C:3]([C:12](=[O:23])[C:15]2[CH:20]=[CH:19][C:18]([Cl:21])=[CH:17][CH:16]=2)=[N:4][CH:5]=[C:6]([C:8]([F:11])([F:10])[F:9])[CH:7]=1 |f:1.2.3|. Procedure details: A solution of 2.0 g of 3-chloro-2-[1-(4-chlorophenyl)-1-cyanomethyl]-5-trifluoromethylpyridine (prepared by the method of Example 1) in 20 ml of dimethyl sulfoxide was admixed with a solution of 2.0 g of potassium carbonate in 3 ml of water, and the mixture was then stirred at 23° C. for 3 days under air. For work-up, the reaction mixture was poured into 200 ml of water. The product of value was then extracted with tert-butyl methyl ether (three times 80 ml). The combined organic phases were was... The reactants are CC1OC2=C(C1)C=C(C=C2[C@@H]2C[C@@]1(OC2)[C@@]2(CC([C@@H](CC1)N2)S(=O)(=O)C2=CC=CC=C2)C2=CC=CC=C2)OC(F)(F)F ((1R*,2R*,4′S*,5R*)-2′,3′,4′,5′-Tetrahydro-4′-[(2RS)-2,3-dihydro-2-methyl-5-trifluoromethoxybenzofuran-7-yl]-1-phenyl-6-phenylsulphonylspiro[8-azabicyclo[3.2.1]octane-2,2′-furan]), P(=O)(O)([O-])[O-].[Na+].[Na+] (disodium hydrogen orthophosphate). The reagents and catalysts are [Na].[Hg] (Sodium amalgam). Solvent: CO (methanol). The product is CC1OC2=C(C1)C=C(C=C2[C@@H]2C[C@@]1(OC2)[C@@]2(CC[C@@H](CC1)N2)C2=CC=CC=C2)OC(F)(F)F ((1R*,2R*,4′S*,5S*)-2′,3′,4′,5′-Tetrahydro-4′-((2RS)-2,3-dihydro-2-methyl-5-trifluoromethoxybenzofuran-7-yl]-1-phenylspiro[8-azabicyclo[3.2.1]octane-2,2′-furan]). Yield: 69.5%. RXN SMILES: [CH3:1][CH:2]1[CH2:6][C:5]2[CH:7]=[C:8]([O:38][C:39]([F:42])([F:41])[F:40])[CH:9]=[C:10]([C@H:11]3[CH2:15][O:14][C@:13]4([CH2:21][CH2:20][C@H:19]5[NH:22][C@@:16]4([C:32]4[CH:37]=[CH:36][CH:35]=[CH:34][CH:33]=4)[CH2:17][CH:18]5S(C4C=CC=CC=4)(=O)=O)[CH2:12]3)[C:4]=2[O:3]1.P([O-])([O-])(O)=O.[Na+].[Na+]>[Na].[Hg].CO>[CH3:1][CH:2]1[CH2:6][C:5]2[CH:7]=[C:8]([O:38][C:39]([F:42])([F:40])[F:41])[CH:9]=[C:10]([C@H:11]3[CH2:15][O:14][C@:13]4([CH2:21][CH2:20][C@H:19]5[NH:22][C@@:16]4([C:32]4[CH:37]=[CH:36][CH:35]=[CH:34][CH:33]=4)[CH2:17][CH2:18]5)[CH2:12]3)[C:4]=2[O:3]1 |f:1.2.3,4.5,^1:49|. Reported procedure: Sodium amalgam (10%, 2 g) was added in small portions to stirred mixture of (1R*,2R*,4S*,5R*)-2′,3′,4′,5′-tetrahydro-4′-[(2RS)-2,3-dihydro-2-methyl-5-trifluoromethoxybenzofuran-7-yl]-1-phenyl-6-phenylsulphonylspiro[8-azabicyclo[3.2.1]octane-2,2′-furan] (Example 18; 160 mg, 0.26 mmol), disodium hydrogen orthophosphate (500 mg), methanol (10 ml) at +5° C. After reaction went to completion, the mixture was quenched with saturated aqueous NaHCO3, decanted and extracted into dichloromethane. The comb... Starting materials: C(C)OC(NN=CC=1N=C(NC1C)C1=CC=CC=C1)=O (3-[(5-methyl-2-phenyl-4-imidazolyl)methylene]carbazic acid ethyl ester), C1(=CC=CC=C1)OC1=CC=CC=C1 (diphenyl ether). Solvent: petroleum ether. Product: CC=1N=C(N2C(NN=CC21)=O)C2=CC=CC=C2 (8-Methyl-6-phenyl-imidazo[1,5-d]-as-triazin-4(3H)-one). Reaction SMILES: C([O:3][C:4](=O)[NH:5][N:6]=[CH:7][C:8]1[N:9]=[C:10]([C:14]2[CH:19]=[CH:18][CH:17]=[CH:16][CH:15]=2)[NH:11][C:12]=1[CH3:13])C.C1(OC2C=CC=CC=2)C=CC=CC=1>>[CH3:13][C:12]1[N:11]=[C:10]([C:14]2[CH:19]=[CH:18][CH:17]=[CH:16][CH:15]=2)[N:9]2[C:8]=1[CH:7]=[N:6][NH:5][C:4]2=[O:3]. Procedure: An 8.33 gm. portion of 3-[(5-methyl-2-phenyl-4-imidazolyl)methylene]carbazic acid ethyl ester in 60 ml. of diphenyl ether is heated in an oil bath at 25°-230° C. for 20 minutes. The reaction mixture is diluted to 400 ml. with petroleum ether. The precipitate is collected and recrystallized from 350 ml. of benzene giving the desired product, m.p. 182°-184.5° C. The reactants are Cl.Cl.Cl.Cl.NC1=C(C=C(C=C1OC)C=1C=CC(=NC1)N1CCN(CCC1)C1=NC=C(C=C1)C1=CC(=C(C(=C1)OC)N)OC)OC (1,4-bis[5-(4-amino-3,5-dimethoxyphenyl)-2-pyridyl]hexahydro-1,4-diazepine tetrahydrochloride), CS(=O)(=O)Cl (methanesulfonyl chloride). Run in N1=CC=CC=C1 (pyridine). Conditions: time 15 minute. Yields the product CS(=O)(=O)NC1=C(C=C(C=C1OC)C=1C=CC(=NC1)N1CCN(CCC1)C1=NC=C(C=C1)C1=CC(=C(C(=C1)OC)NS(=O)(=O)C)OC)OC (1,4-Bis[5-(4-methanesulfonylamino-3,5-dimethoxyphenyl)-2-pyridyl]hexahydro-1,4-diazepine). Isolated yield 68.9%. As a reaction SMILES: Cl.Cl.Cl.Cl.[NH2:5][C:6]1[C:11]([O:12][CH3:13])=[CH:10][C:9]([C:14]2[CH:15]=[CH:16][C:17]([N:20]3[CH2:26][CH2:25][CH2:24][N:23]([C:27]4[CH:32]=[CH:31][C:30]([C:33]5[CH:38]=[C:37]([O:39][CH3:40])[C:36]([NH2:41])=[C:35]([O:42][CH3:43])[CH:34]=5)=[CH:29][N:28]=4)[CH2:22][CH2:21]3)=[N:18][CH:19]=2)=[CH:8][C:7]=1[O:44][CH3:45].[CH3:46][S:47](Cl)(=[O:49])=[O:48]>N1C=CC=CC=1>[CH3:46][S:47]([NH:5][C:6]1[C:11]([O:12][CH3:13])=[CH:10][C:9]([C:14]2[CH:15]=[CH:16][C:17]([N:20]3[CH2:26][CH2:25][CH2:24][N:23]([C:27]4[CH:32]=[CH:31][C:30]([C:33]5[CH:38]=[C:37]([O:39][CH3:40])[C:36]([NH:41][S:47]([CH3:46])(=[O:49])=[O:48])=[C:35]([O:42][CH3:43])[CH:34]=5)=[CH:29][N:28]=4)[CH2:22][CH2:21]3)=[N:18][CH:19]=2)=[CH:8][C:7]=1[O:44][CH3:45])(=[O:49])=[O:48] |f:0.1.2.3.4|. Procedure details: To a solution of 1,4-bis[5-(4-amino-3,5-dimethoxyphenyl)-2-pyridyl]hexahydro-1,4-diazepine tetrahydrochloride (40.0 mg, 0.0570 mmol), which was synthesized in Example 34, in pyridine (1.0 mL) was added methanesulfonyl chloride (30.0 mg, 0.260 mmol). The reaction mixture was stirred for 15 minutes, and concentrated under reduced pressure. A solution of the residue in methanol-chloroform (1:10) was washed with saturated aqueous sodium hydrogencarbonate and brine, dried over anhydrous sodium sulfat... The reactants are COC(CCCCCSC1=CC=C(C=C1)C1=CC=C(C=C1)Cl)=O (6-(4′-chloro-biphenyl-4-ylsulfanyl)-hexanoic acid methyl ester), NO (hydroxylamine), [OH-].[K+] (potassium hydroxide), CO (methanol). The solvent is C1CCOC1 (THF). Run at temperature 0 celsius, time 1 hour. The product is ClC1=CC=C(C=C1)C1=CC=C(C=C1)SCCCCCC(=O)O (6-(4′-Chloro-biphenyl-4-ylsulfanyl)-hexanoic acid). Yield: 95.0%. As a reaction SMILES: C[O:2][C:3](=[O:23])[CH2:4][CH2:5][CH2:6][CH2:7][CH2:8][S:9][C:10]1[CH:15]=[CH:14][C:13]([C:16]2[CH:21]=[CH:20][C:19]([Cl:22])=[CH:18][CH:17]=2)=[CH:12][CH:11]=1.NO.[OH-].[K+].CO>C1COCC1>[Cl:22][C:19]1[CH:20]=[CH:21][C:16]([C:13]2[CH:14]=[CH:15][C:10]([S:9][CH2:8][CH2:7][CH2:6][CH2:5][CH2:4][C:3]([OH:23])=[O:2])=[CH:11][CH:12]=2)=[CH:17][CH:18]=1 |f:2.3|. Procedure: To a solution of 6-(4′-chloro-biphenyl-4-ylsulfanyl)-hexanoic acid methyl ester (1.0 g, 2.9 mmol) in distilled THF (20 mL) containing 50% aqueous hydroxylamine (1.9 mL, 28.8 mmol) was added at 0° C. a solution of potassium hydroxide in methanol (5.0 mL, 1M, 5.0 mmol) in a dropwise manner. After stirring at 0° C. for 1 h, distilled water (20 mL) was added and the mixture was made neutral by dropwise addition of concentrated hydrochloric acid (10 M) at 0° C. The aqueous solution was extracted with... The reactants are C#Cc1cncc(C(=O)N=S(C)(=O)c2ccccc2)c1, Ic1cn[nH]c1. The product is CS(=O)(=NC(=O)c1cncc(C#Cc2cn[nH]c2)c1)c1ccccc1. Reaction SMILES: [C:1](#[CH:2])[c:3]1[cH:4][n:5][cH:6][c:7]([C:8](=[O:9])[N:10]=[S:11]([c:12]2[cH:13][cH:14][cH:15][cH:16][cH:17]2)(=[O:18])[CH3:19])[cH:20]1.[I:21][c:22]1[cH:23][n:24][nH:25][cH:26]1>>[C:1](#[C:2][c:22]1[cH:23][n:24][nH:25][cH:26]1)[c:3]1[cH:4][n:5][cH:6][c:7]([C:8](=[O:9])[N:10]=[S:11]([c:12]2[cH:13][cH:14][cH:15][cH:16][cH:17]2)(=[O:18])[CH3:19])[cH:20]1.